From a dataset of the Open Reaction Database (ORD), a public repository of structured organic reaction records. describe an organic reaction: reactants, conditions, products, and yield Starting materials: C(C1=CC=CC=C1)N1CCC(CC1)NC(NNC(C1=C(C=C(C(=C1)C(C)C)OCOC)OCOC)=O)=S (4-(1-benzyl-piperidin-4-yl)-1-(5-isopropyl-2,4-bismethoxymethoxy-benzoyl)thiosemicarbazide), crude product, [OH-].[Na+] (sodium hydroxide). Product: C(C1=CC=CC=C1)N1CCC(CC1)N1C(NN=C1C1=C(C=C(C(=C1)C(C)C)OCOC)OCOC)=O (4-(1-benzyl-piperidin-4-yl)-5-(5-isopropyl-2,4-bis-methoxymethoxy-phenyl)-2,4-dihydro-[1,2,4]triazol-3-one). Reaction SMILES: [CH2:1]([N:8]1[CH2:13][CH2:12][CH:11]([NH:14][C:15](=S)[NH:16][NH:17][C:18](=O)[C:19]2[CH:24]=[C:23]([CH:25]([CH3:27])[CH3:26])[C:22]([O:28][CH2:29][O:30][CH3:31])=[CH:21][C:20]=2[O:32][CH2:33][O:34][CH3:35])[CH2:10][CH2:9]1)[C:2]1[CH:7]=[CH:6][CH:5]=[CH:4][CH:3]=1.[OH-:38].[Na+]>>[CH2:1]([N:8]1[CH2:13][CH2:12][CH:11]([N:14]2[C:18]([C:19]3[CH:24]=[C:23]([CH:25]([CH3:27])[CH3:26])[C:22]([O:28][CH2:29][O:30][CH3:31])=[CH:21][C:20]=3[O:32][CH2:33][O:34][CH3:35])=[N:17][NH:16][C:15]2=[O:38])[CH2:10][CH2:9]1)[C:2]1[CH:7]=[CH:6][CH:5]=[CH:4][CH:3]=1 |f:1.2|. Reported procedure: 4-(1-benzyl-piperidin-4-yl)-1-(5-isopropyl-2,4-bismethoxymethoxy-benzoyl)thiosemicarbazide (the crude product F66-02 of the previous step) and 5% aqueous sodium hydroxide were placed in a 10 mL eggplant shaped flask and heated under reflux for 3 hours. After completing the reaction, the reaction mixture was extracted with methylene chloride, and the extract was dried over anhydrous sodium sulfate. After filtration and evaporation, the residue thus obtained was subjected to the next reaction with...